The task is: describe an organic reaction: reactants, conditions, products, and yield. This data is from the Open Reaction Database (ORD), a public repository of structured organic reaction records. The reactants are CCOC(=O)C(OCC)n1cccc(N)c1=O, C1CCOC1, CCOC(C)=O, O=S(=O)(Cl)Cc1ccccc1, Cc1cc(C)nc(C)c1. The product is CCOC(=O)C(OCC)n1cccc(NS(=O)(=O)Cc2ccccc2)c1=O. Reaction SMILES: [CH2:1]([CH3:2])[O:3][C:4]([CH:5]([O:6][CH2:7][CH3:8])[n:9]1[c:10](=[O:16])[c:11]([NH2:15])[cH:12][cH:13][cH:14]1)=[O:17].[CH2:38]1[O:39][CH2:40][CH2:41][CH2:42]1.[CH3:43][CH2:44][O:45][C:46]([CH3:47])=[O:48].[c:27]1([CH2:33][S:34](=[O:35])(=[O:36])[Cl:37])[cH:28][cH:29][cH:30][cH:31][cH:32]1.[n:18]1[c:19]([CH3:20])[cH:21][c:22]([CH3:23])[cH:24][c:25]1[CH3:26]>>[CH2:1]([CH3:2])[O:3][C:4]([CH:5]([O:6][CH2:7][CH3:8])[n:9]1[c:10](=[O:16])[c:11]([NH:15][S:34]([CH2:33][c:27]2[cH:28][cH:29][cH:30][cH:31][cH:32]2)(=[O:35])=[O:36])[cH:12][cH:13][cH:14]1)=[O:17].